This data is from the Open Reaction Database (ORD), a public repository of structured organic reaction records. The task is: describe an organic reaction: reactants, conditions, products, and yield Starting materials: C(C1=CC=CC=C1)(=O)OC1CCN(CC1)CC1=CC=C(C=C1)Cl (1-(4-chloro-benzyl)-piperidin-4-yl benzoate). Run in CCOCC (ether). The product is Cl.C(C1=CC=CC=C1)(=O)OC1CCN(CC1)CC1=CC=C(C=C1)Cl (1-(4-chloro-benzyl)-piperidin-4-yl benzoate hydrochloride). Isolated yield 181.3%. Reaction SMILES: [C:1]([O:9][CH:10]1[CH2:15][CH2:14][N:13]([CH2:16][C:17]2[CH:22]=[CH:21][C:20]([Cl:23])=[CH:19][CH:18]=2)[CH2:12][CH2:11]1)(=[O:8])[C:2]1[CH:7]=[CH:6][CH:5]=[CH:4][CH:3]=1>CCOCC>[ClH:23].[C:1]([O:9][CH:10]1[CH2:11][CH2:12][N:13]([CH2:16][C:17]2[CH:22]=[CH:21][C:20]([Cl:23])=[CH:19][CH:18]=2)[CH2:14][CH2:15]1)(=[O:8])[C:2]1[CH:7]=[CH:6][CH:5]=[CH:4][CH:3]=1 |f:2.3|. Procedure details: 0.165 g (0.0005 mol) of 1-(4-chloro-benzyl)-piperidin-4-yl benzoate was dissolved in 15 ml of ether, filtered, diluted with 0.6 ml of methanol and treated with 5 ml of 1N ethereal HCI. The separated precipitate was filtered off and dried. 0.166 g (90.6%) of 1-(4-chloro-benzyl)-piperidin-4-yl benzoate hydrochloride (1:1) was obtained as white crystals; m.p. 216°-217°.